Dataset: the Open Reaction Database (ORD), a public repository of structured organic reaction records. Task: describe an organic reaction: reactants, conditions, products, and yield The reactants are Cc1cc(C2CCCN2)ccc1Cl, Cc1ccc(S(=O)(=O)Cl)cc1. Yields the product Cc1ccc(S(=O)(=O)N2CCCC2c2ccc(Cl)c(C)c2)cc1. Reaction SMILES: [Cl:1][c:2]1[c:3]([CH3:13])[cH:4][c:5]([CH:8]2[NH:9][CH2:10][CH2:11][CH2:12]2)[cH:6][cH:7]1.[c:14]1([CH3:24])[cH:15][cH:16][c:17]([S:20](=[O:21])(=[O:22])[Cl:23])[cH:18][cH:19]1>>[Cl:1][c:2]1[c:3]([CH3:13])[cH:4][c:5]([CH:8]2[N:9]([S:20]([c:17]3[cH:16][cH:15][c:14]([CH3:24])[cH:19][cH:18]3)(=[O:21])=[O:22])[CH2:10][CH2:11][CH2:12]2)[cH:6][cH:7]1. The reactants are S(O)(O)(=O)=O (sulphuric acid), ice, BrC1=CC(=C(C=C1)C1OC12C(C1(CCCCC1)OC2(C)C)=O)CC (2-(4-bromo-2-ethylphenyl)-12,12-dimethyl-1,11-dioxadispiro[2.1.5.2]dodecan-4-one), BrC1=CC(=C(C=C1)C1OC12C1(CCCCC1)OC(C2=O)(C)C)CC (2-(4-bromo-2-ethylphenyl)-11,11-dimethyl-1,10-dioxadispiro[2.0.5.3]dodecan-12-one). Solvent: ClCCl (dichloromethane). Run at temperature 7.5 celsius, time 55 minute. The product is BrC1=CC(=C(C=C1)C1C(C(OC2(C1=O)CCCCC2)(C)C)=O)CC (4-(4-bromo-2-ethylphenyl)-2,2-dimethyl-1-oxaspiro[5.5]undecane-3,5-dione). RXN SMILES: [Br:1][C:2]1[CH:7]=[CH:6][C:5]([CH:8]2[C:10]3([C:19]([CH3:21])([CH3:20])[O:18][C:12]4([CH2:17][CH2:16][CH2:15][CH2:14][CH2:13]4)[C:11]3=[O:22])[O:9]2)=[C:4]([CH2:23][CH3:24])[CH:3]=1.BrC1C=CC(C2C3(C(=O)C(C)(C)OC43CCCCC4)O2)=C(CC)C=1.S(=O)(=O)(O)O>ClCCl>[Br:1][C:2]1[CH:7]=[CH:6][C:5]([CH:8]2[C:11](=[O:22])[C:12]3([CH2:17][CH2:16][CH2:15][CH2:14][CH2:13]3)[O:18][C:19]([CH3:21])([CH3:20])[C:10]2=[O:9])=[C:4]([CH2:23][CH3:24])[CH:3]=1. Reported procedure: To an ice cold solution of mixture of 2-(4-bromo-2-ethylphenyl)-12,12-dimethyl-1,11-dioxadispiro[2.1.5.2]dodecan-4-one and 2-(4-bromo-2-ethylphenyl)-11,11-dimethyl-1,10-dioxadispiro[2.0.5.3]dodecan-12-one (15 g, 0.038 mol) in dichloromethane (7.5 ml) is added concentrated sulphuric acid (45 ml), dropwise, over 50-60 minutes, maintaining the temperature of the reaction mixture at 5-10° C. The reaction mixture is maintained at 5-10° C. for 10-15 minutes, quenched into crushed ice (225 g) and extra... The reactants are 5-dimethoxymethyl-5'-tributyl-stannyl-2,2'-bithiophene, BrC1=CSC=C1 (3-bromo-thiophene), C([O-])(O)=O.[Na+] (sodium bicarbonate), Cl (hydrochloric acid). The reagents and catalysts are C1=CC=C(C=C1)P(C2=CC=CC=C2)C3=CC=CC=C3.C1=CC=C(C=C1)P(C2=CC=CC=C2)C3=CC=CC=C3.Cl[Pd]Cl (bis(triphenylphosphine)palladium (II) chloride). Run in O1CCCC1 (tetrahydrofuran). Product: C(=O)C1=CC=C(S1)C=1SC(=CC1)C1=CSC=C1 (5-formyl-2,2': 5', 3"-terthiophene). Isolated yield 40.0%. RXN SMILES: Br[C:2]1[CH:6]=[CH:5][S:4][CH:3]=1.Cl.[C:8](=[O:11])(O)[O-].[Na+]>C1C=CC(P(C2C=CC=CC=2)C2C=CC=CC=2)=CC=1.C1C=CC(P(C2C=CC=CC=2)C2C=CC=CC=2)=CC=1.Cl[Pd]Cl.O1CCCC1>[CH:8]([C:3]1[S:4][C:5]([C:3]2[S:4][C:5]([C:2]3[CH:6]=[CH:5][S:4][CH:3]=3)=[CH:6][CH:2]=2)=[CH:6][CH:2]=1)=[O:11] |f:2.3,4.5.6|. Procedure: In a two-necked round bottomed flask was added 5-dimethoxymethyl-5'-tributyl-stannyl-2,2'-bithiophene (5.6 g), bis(triphenylphosphine)palladium (II) chloride (0.32 g), 3-bromo-thiophene (1.5 g) (Aldrich Chem. Co., Milwaukee, Wis.) and tetrahydrofuran (20 ml). The reaction mixture was refluxed for 16 hours. To the reaction mixture was then added hydrochloric acid (1N, 3 ml) and was further refluxed for 3 hours. Saturated sodium bicarbonate aqueous solution was added to neutrality and extracted wi...